describe an organic reaction: reactants, conditions, products, and yield From a dataset of the Open Reaction Database (ORD), a public repository of structured organic reaction records. The reactants are CC(C)(C)[O-].[K+] (potassium tert-butylate), NC=1C=C(C=CC1)C=1C(=CC(=CC1OCC)CC=1C(=NC(=NC1)N)N)O (3′-Amino-4-(2,4-diamino-pyrimidin-5-ylmethyl)-6-ethoxy-biphenyl-2-ol), BrCC1CC1 (bromomethyl-cyclopropane). Run in O.C(C)(=O)OCC (water ethyl acetate), CN(C=O)C (dimethylformamide). Reaction conditions: time 1 hour. The product is NC=1C=C(C=CC1)C1=C(C=C(C=C1OCC1CC1)CC=1C(=NC(=NC1)N)N)OCC (5-(3′-Amino-6-cyclopropylmethoxy-2-ethoxy-biphenyl-4-ylmethyl)-pirimidine-2,4-diamine). Reaction SMILES: [NH2:1][C:2]1[CH:3]=[C:4]([C:8]2[C:9]([OH:26])=[CH:10][C:11]([CH2:17][C:18]3[C:19]([NH2:25])=[N:20][C:21]([NH2:24])=[N:22][CH:23]=3)=[CH:12][C:13]=2[O:14][CH2:15][CH3:16])[CH:5]=[CH:6][CH:7]=1.CC([O-])(C)C.[K+].Br[CH2:34][CH:35]1[CH2:37][CH2:36]1>CN(C)C=O.O.C(OCC)(=O)C>[NH2:1][C:2]1[CH:3]=[C:4]([C:8]2[C:9]([O:26][CH2:34][CH:35]3[CH2:37][CH2:36]3)=[CH:10][C:11]([CH2:17][C:18]3[C:19]([NH2:25])=[N:20][C:21]([NH2:24])=[N:22][CH:23]=3)=[CH:12][C:13]=2[O:14][CH2:15][CH3:16])[CH:5]=[CH:6][CH:7]=1 |f:1.2,5.6|. Procedure: 3′-Amino-4-(2,4-diamino-pyrimidin-5-ylmethyl)-6-ethoxy-biphenyl-2-ol (351 mg; 1 mmol) is dissolved in dimethylformamide (22.5 ml; dried over a molecular sieve), while gassing with argon, and potassium tert-butylate (172 mg; 1.5 mmol) is added at room temperature. After the mixture has been stirred for one hour, bromomethyl-cyclopropane (0.124 ml; 1.3 mmol) is added and stirring is continued for 1 hour at a bath temperature of 60° C. The reaction mixture is then cooled to room temperature and con... Reactants: CS(=O)(=O)C1=CC=C(O1)CN1N=CC(=C1)[N+](=O)[O-] (1-(5-methanesulfonyl-furan-2-ylmethyl)-4-nitro-1H-pyrazole), [NH4+].[Cl-] (NH4Cl), N#N (N2). The reagents and catalysts are [Fe] (iron). The solvent is CCO (EtOH), O (water). Reaction conditions: temperature 85 celsius, time 40 minute. Yields the product CS(=O)(=O)C1=CC=C(O1)CN1N=CC(=C1)N (1-(5-Methanesulfonyl-furan-2-ylmethyl)-1H-pyrazol-4-ylamine). Reaction SMILES: N#N.[CH3:3][S:4]([C:7]1[O:11][C:10]([CH2:12][N:13]2[CH:17]=[C:16]([N+:18]([O-])=O)[CH:15]=[N:14]2)=[CH:9][CH:8]=1)(=[O:6])=[O:5].[NH4+].[Cl-]>CCO.O.[Fe]>[CH3:3][S:4]([C:7]1[O:11][C:10]([CH2:12][N:13]2[CH:17]=[C:16]([NH2:18])[CH:15]=[N:14]2)=[CH:9][CH:8]=1)(=[O:6])=[O:5] |f:2.3|. Procedure: In a flame dried round-bottomed flask equipped with a magnetic stir bar and under inert atmosphere (N2), a mixture of 1-(5-methanesulfonyl-furan-2-ylmethyl)-4-nitro-1H-pyrazole (150 mg, 0.55 mmol), iron powder (94 mg, 1.66 mmol) and NH4Cl (149 mg, 2.77 mmol) in a mixture of EtOH (2.0 mL) and water (1.0 mL) was stirred at 85° C. for 40 min. The reaction mixture was filtered while hot and concentrated under reduced pressure. CH2Cl2 (10 mL) was added followed by water (10 mL). The aq. layer was ext... Reactants: CN(C)CC1=C(C(=CC(=C1)CN(C)C)CN(C)C)O (2,4,6-tris(dimethylaminomethyl)phenol), [OH-].[Na+] (NaOH). Yields the product CN(C)CC1=C(C(=CC(=C1)CN(C)C)CN(C)C)[O-].[Na+] (sodium 2,4,6-tris(dimethylaminomethyl)phenolate). RXN SMILES: [CH3:1][N:2]([CH2:4][C:5]1[CH:10]=[C:9]([CH2:11][N:12]([CH3:14])[CH3:13])[CH:8]=[C:7]([CH2:15][N:16]([CH3:18])[CH3:17])[C:6]=1[OH:19])[CH3:3].[OH-].[Na+:21]>O>[CH3:3][N:2]([CH2:4][C:5]1[CH:10]=[C:9]([CH2:11][N:12]([CH3:13])[CH3:14])[CH:8]=[C:7]([CH2:15][N:16]([CH3:18])[CH3:17])[C:6]=1[O-:19])[CH3:1].[Na+:21] |f:1.2,4.5|. Procedure details: 53.1 g (0.2 mol) of 2,4,6-tris(dimethylaminomethyl)phenol and 100 ml of H2O are placed in a 500 ml round-bottomed flask having a magnetic stirrer and dropping funnel and, with stirring, 16.0 g (0.2 mol) of a 50% aqueous NaOH solution are added dropwise thereto. The clear, slightly yellow solution is concentrated by evaporation in a rotary evaporator at 70° C., and the residue is dried at 100° C./125 T (16.6×103Pa), yielding 55.1 g of sodium 2,4,6-tris(dimethylaminomethyl)phenolate in the form of... Run in O (H2O). Starting materials: C1CCOC1, CC(=O)[O-], CO, CC(Nc1ccc([N+](=O)[O-])c(Nc2cc(C3CC3)[nH]n2)c1)c1ccc(F)cc1, [Cl-], [NH4+], [NH4+], [Zn]. The product is CC(Nc1ccc(N)c(Nc2cc(C3CC3)[nH]n2)c1)c1ccc(F)cc1. RXN SMILES: [CH2:38]1[O:39][CH2:40][CH2:41][CH2:42]1.[CH3:32][C:33](=[O:34])[O-:35].[CH3:36][OH:37].[CH:1]1([c:4]2[cH:5][c:6]([NH:9][c:10]3[cH:11][c:12]([NH:19][CH:20]([CH3:21])[c:22]4[cH:23][cH:24][c:25]([F:28])[cH:26][cH:27]4)[cH:13][cH:14][c:15]3[N+:16]([O-:17])=[O:18])[n:7][nH:8]2)[CH2:2][CH2:3]1.[Cl-:29].[NH4+:30].[NH4+:31].[Zn:43]>>[CH:1]1([c:4]2[cH:5][c:6]([NH:9][c:10]3[cH:11][c:12]([NH:19][CH:20]([CH3:21])[c:22]4[cH:23][cH:24][c:25]([F:28])[cH:26][cH:27]4)[cH:13][cH:14][c:15]3[NH2:16])[n:7][nH:8]2)[CH2:2][CH2:3]1. The reactants are COC(C[C@@](CC)(C1=CC(=CC=C1)[N+](=O)[O-])N)=O ((S)-3-amino-3-(3-nitro-phenyl)-pentanoic acid methyl ester), CNC(=S)NC(OC(C)(C)C)=O (tert-butyl [(methylamino)carbonothioyl]carbamate). Product: C(C)(C)(C)OC(NC=1N(C(C[C@](N1)(C1=CC(=CC=C1)[N+](=O)[O-])CC)=O)C)=O ([(S)-4-ethyl-1-methyl-4-(3-nitro-phenyl)-6-oxo-1,4,5,6-tetrahydro-pyrimidin-2-yl]-carbamic acid tert-butyl ester). RXN SMILES: CO[C:3](=[O:18])[CH2:4][C@:5]([NH2:17])([C:8]1[CH:13]=[CH:12][CH:11]=[C:10]([N+:14]([O-:16])=[O:15])[CH:9]=1)[CH2:6][CH3:7].[CH3:19][NH:20][C:21]([NH:23][C:24](=[O:30])[O:25][C:26]([CH3:29])([CH3:28])[CH3:27])=S>>[C:26]([O:25][C:24](=[O:30])[NH:23][C:21]1[N:20]([CH3:19])[C:3](=[O:18])[CH2:4][C@@:5]([CH2:6][CH3:7])([C:8]2[CH:13]=[CH:12][CH:11]=[C:10]([N+:14]([O-:16])=[O:15])[CH:9]=2)[N:17]=1)([CH3:29])([CH3:28])[CH3:27]. Procedure details: Starting from (S)-3-amino-3-(3-nitro-phenyl)-pentanoic acid methyl ester (1.2 mmole) and tert-butyl [(methylamino)carbonothioyl]carbamate, the product [(S)-4-ethyl-1-methyl-4-(3-nitro-phenyl)-6-oxo-1,4,5,6-tetrahydro-pyrimidin-2-yl]-carbamic acid tert-butyl ester (372 mg) was obtained as white solid. MS (ESI): m/z=375.4 [ M−H]−. Reactants: [Br-], [Li]CCCC, C[P+](c1ccccc1)(c1ccccc1)c1ccccc1, COc1ccc(C=O)cc1OC. The product is C=Cc1ccc(OC)c(OC)c1. As a reaction SMILES: [Br-:18].[CH2:1]([Li:2])[CH2:3][CH2:4][CH3:5].[CH3:19][P+:20]([c:21]1[cH:22][cH:23][cH:24][cH:25][cH:26]1)([c:27]1[cH:28][cH:29][cH:30][cH:31][cH:32]1)[c:33]1[cH:34][cH:35][cH:36][cH:37][cH:38]1.[CH3:6][O:7][c:8]1[cH:9][cH:10][c:11]([CH:12]=[O:13])[cH:14][c:15]1[O:16][CH3:17]>>[CH2:1]=[CH:12][c:11]1[cH:10][cH:9][c:8]([O:7][CH3:6])[c:15]([O:16][CH3:17])[cH:14]1. The reactants are BrC1=C(C(=CC(=C1)C(F)(F)F)N)N (3-bromo-5-(trifluoromethyl)benzene-1,2-diamine), N(=O)[O-].[Na+] (sodium nitrite). Solvent: C(C)(=O)O (acetic acid), O (water). Reaction conditions: time 15 minute. The product is BrC1=CC(=CC2=C1NN=N2)C(F)(F)F (7-Bromo-5-(trifluoromethyl)-1H-benzo[d][1,2,3]triazole). Reaction SMILES: [Br:1][C:2]1[CH:7]=[C:6]([C:8]([F:11])([F:10])[F:9])[CH:5]=[C:4]([NH2:12])[C:3]=1[NH2:13].[N:14]([O-])=O.[Na+]>C(O)(=O)C.O>[Br:1][C:2]1[C:3]2[NH:13][N:14]=[N:12][C:4]=2[CH:5]=[C:6]([C:8]([F:11])([F:10])[F:9])[CH:7]=1 |f:1.2|. Procedure details: To a cooled (15° C.) solution of 3-bromo-5-(trifluoromethyl)benzene-1,2-diamine (1.82 g, 7.14 mmol) in acetic acid (20 mL) was added a solution of sodium nitrite (0.517 g, 7.49 mmol) in water (10 mL). After 15 min, the product was collected by filtration and washed with 65% HOAc in water and air dried to give 1.5 g (79%) as a faint pink powder. 1H-NMR (4:1 CDCl3/CD3OD, 500 MHz) δ 8.08 (s, 1H), 7.71 (s, 1H), 4.23 (bs, 1H); 13C-NMR (4:1 CDCl3/CD3OD, 126 MHz) δ 139.9, 129.0 (q, J=33 Hz), 125.3, 123... The reactants are C1(CCCC1)OC=1C=C(C=CC1OC)C1(CC(CCC1)=O)C#C ((+/-)-3-(3-cyclopentyloxy-4-methoxyphenyl)-3-ethynylcyclohexan-1-one), IC1=CC(=CC=C1)C=1SC(=NN1)C (1-iodo-3-(5-methyl-[1,3,4]thiadiazol-2-yl)benzene), tetrakis(triphenylphosphine)palldium(0), C1(=CC=CC=C1)P(C1=CC=CC=C1)C1=CC=CC=C1 (triphenylphosphine). The reagents and catalysts are [Cu]I (copper(I) iodide). Solvent: C(C)N(CC)CC (triethylamine). Product: C1(CCCC1)OC=1C=C(C=CC1OC)C1(CC(CCC1)=O)C#CC1=CC(=CC=C1)C=1SC(=NN1)C (3-(3-cyclopentyloxy-4-methoxyphenyl)-3-[3-(5-methyl-[1,3,4]thiadiazol-2-yl)phenylethynyl]cyclohexan-1-one). Yield: 86.7%. Reaction SMILES: [CH:1]1([O:6][C:7]2[CH:8]=[C:9]([C:15]3([C:22]#[CH:23])[CH2:20][CH2:19][CH2:18][C:17](=[O:21])[CH2:16]3)[CH:10]=[CH:11][C:12]=2[O:13][CH3:14])[CH2:5][CH2:4][CH2:3][CH2:2]1.I[C:25]1[CH:30]=[CH:29][CH:28]=[C:27]([C:31]2[S:32][C:33]([CH3:36])=[N:34][N:35]=2)[CH:26]=1.C1(P(C2C=CC=CC=2)C2C=CC=CC=2)C=CC=CC=1>C(N(CC)CC)C.[Cu]I>[CH:1]1([O:6][C:7]2[CH:8]=[C:9]([C:15]3([C:22]#[C:23][C:29]4[CH:30]=[CH:25][CH:26]=[C:27]([C:31]5[S:32][C:33]([CH3:36])=[N:34][N:35]=5)[CH:28]=4)[CH2:20][CH2:19][CH2:18][C:17](=[O:21])[CH2:16]3)[CH:10]=[CH:11][C:12]=2[O:13][CH3:14])[CH2:2][CH2:3][CH2:4][CH2:5]1. Procedure details: To a solution of the compound from Example 3 (E1) (0.10 g, 0.32 mmol) and 1-iodo-3-(5-methyl-[1,3,4]thiadiazol-2-yl)benzene (0.10 g, 0.32 mmol) in triethylamine (5 mL) under an argon atmosphere was added trace tetrakis(triphenylphosphine)palldium(0), copper(I) iodide and triphenylphosphine. The mixture was refluxed for 0.20 h, was cooled to room temperature and was concentrated in vacuo. The residue was partitioned between ethyl acetate and water. The organic phase was washed with brine, was dri...